This data is from the Open Reaction Database (ORD), a public repository of structured organic reaction records. The task is: describe an organic reaction: reactants, conditions, products, and yield The reactants are CC1(C)OB(c2cccc3[nH]ncc23)OC1(C)C, CC(C)(c1cc2nc(Cl)nc(N3CCOCC3)c2s1)N1CCN(S(C)(=O)=O)CC1. Product: CC(C)(c1cc2nc(-c3cccc4[nH]ncc34)nc(N3CCOCC3)c2s1)N1CCN(S(C)(=O)=O)CC1. Reaction SMILES: [CH3:30][C:31]1([CH3:32])[C:33]([CH3:34])([CH3:35])[O:36][B:37]([c:38]2[c:39]3[cH:40][n:41][nH:42][c:43]3[cH:44][cH:45][cH:46]2)[O:47]1.[Cl:1][c:2]1[n:3][c:4]([N:24]2[CH2:25][CH2:26][O:27][CH2:28][CH2:29]2)[c:5]2[c:6]([n:7]1)[cH:8][c:9]([C:11]([CH3:12])([CH3:13])[N:14]1[CH2:15][CH2:16][N:17]([S:20](=[O:21])(=[O:22])[CH3:23])[CH2:18][CH2:19]1)[s:10]2>>[c:2]1(-[c:38]2[c:39]3[cH:40][n:41][nH:42][c:43]3[cH:44][cH:45][cH:46]2)[n:3][c:4]([N:24]2[CH2:25][CH2:26][O:27][CH2:28][CH2:29]2)[c:5]2[c:6]([n:7]1)[cH:8][c:9]([C:11]([CH3:12])([CH3:13])[N:14]1[CH2:15][CH2:16][N:17]([S:20](=[O:21])(=[O:22])[CH3:23])[CH2:18][CH2:19]1)[s:10]2. The reactants are CN(C)C(=[N+](C)C)ON1C2=C(C=CC=C2)N=N1.[B-](F)(F)(F)F (TBTU), C=1C=CC2=C(C1)N=NN2O (HOBT), CC(C(=O)O)C (2-methylpropanoic acid), C(C)(C)N(CC)C(C)C (diisopropylethylamine), CS(=O)(=O)C1=CC=C(C=C1)C1=CC=C(C=N1)OCC1CCN(CC1)C(=O)NN (4-[({6-[4-(methylsulfonyl)phenyl]-3-pyridinyl}oxy)methyl]-1-piperidinecarbohydrazide). Run in CN(C)C=O (DMF), O (water). Reaction conditions: time 15 minute. The product is CC(C(=O)NNC(=O)N1CCC(CC1)COC=1C=NC(=CC1)C1=CC=C(C=C1)S(=O)(=O)C)C (N′-(2-methylpropanoyl)-4-[({6-[4-(methylsulfonyl)phenyl]-3-pyridinyl}oxy)methyl]-1-piperidinecarbohydrazide). Isolated yield 84.8%. As a reaction SMILES: CN(C(ON1N=NC2C=CC=CC1=2)=[N+](C)C)C.[B-](F)(F)(F)F.C1C=CC2N(O)N=NC=2C=1.[CH3:33][CH:34]([CH3:38])[C:35](O)=[O:36].C(N(C(C)C)CC)(C)C.[CH3:48][S:49]([C:52]1[CH:57]=[CH:56][C:55]([C:58]2[N:63]=[CH:62][C:61]([O:64][CH2:65][CH:66]3[CH2:71][CH2:70][N:69]([C:72]([NH:74][NH2:75])=[O:73])[CH2:68][CH2:67]3)=[CH:60][CH:59]=2)=[CH:54][CH:53]=1)(=[O:51])=[O:50]>CN(C=O)C.O>[CH3:33][CH:34]([CH3:38])[C:35]([NH:75][NH:74][C:72]([N:69]1[CH2:68][CH2:67][CH:66]([CH2:65][O:64][C:61]2[CH:62]=[N:63][C:58]([C:55]3[CH:56]=[CH:57][C:52]([S:49]([CH3:48])(=[O:50])=[O:51])=[CH:53][CH:54]=3)=[CH:59][CH:60]=2)[CH2:71][CH2:70]1)=[O:73])=[O:36] |f:0.1|. Procedure details: TBTU (279 mg, 0.87 mmol) and HOBT (24 mg, 0.17 mmol) were added to a mixture of 2-methylpropanoic acid (81 μL, 0.87 mmol), diisopropylethylamine (0.758 mL, 4.35 mmol) in DMF (5 mL) at ambient temperature. The mixture was stirred at ambient temperature for 15 min. The mixture was charged with 4-[({6-[4-(methylsulfonyl)phenyl]-3-pyridinyl}oxy)methyl]-1-piperidinecarbohydrazide (352 mg, 0.87 mmol), and was stirred at ambient temperature overnight. The mixture was charged with water and set at ambie... Starting materials: C1=CC=CC2=C1C(NC1=C(O2)C=CC=C1)=O (10H-dibenz[b,f][1,4]oxazepin-11-one), [H-].[Na+] (sodium hydride), [H-].[Na+] (sodium hydride), BrCCC (1-bromopropane). Run in CN(C=O)C (dimethylformamide). Reaction conditions: time 1 hour. The product is C(CC)N1C2=C(OC3=C(C1=O)C=CC=C3)C=CC=C2 (10-propyl-10H-dibenz[b,f][1.4]oxazepin-11-one). Isolated yield 86.2%. As a reaction SMILES: [CH:1]1[C:6]2[C:7](=[O:16])[NH:8][C:9]3[CH:15]=[CH:14][CH:13]=[CH:12][C:10]=3[O:11][C:5]=2[CH:4]=[CH:3][CH:2]=1.[H-].[Na+].Br[CH2:20][CH2:21][CH3:22]>CN(C)C=O>[CH2:20]([N:8]1[C:7](=[O:16])[C:6]2[CH:1]=[CH:2][CH:3]=[CH:4][C:5]=2[O:11][C:10]2[CH:12]=[CH:13][CH:14]=[CH:15][C:9]1=2)[CH2:21][CH3:22] |f:1.2|. Reported procedure: To a solution of 3.0 grams of 10H-dibenz[b,f][1,4]oxazepin-11-one in 50 ml of dry dimethylformamide was added 0.82 grams of a 50% dispersion of sodium hydride in mineral oil. The resulting mixture was stirred for one hour and 3.7 grams of 1-bromopropane was then added slowly. The reaction mixture was stirred for 3 hours and the excess sodium hydride decomposed by the addition of ice. After further dilution with water the product was extracted with ether, dried (anhydrous sodium sulfate) and conc... Run in Cl (hydrochloric acid). The product is C(C1=CC=CC=C1)C(C(=O)O)CS(=O)(=O)C (2-benzyl-3-methylsulphonyl-propionic acid). Reactants: C(C)OC(C(CS(=O)(=O)C)CC1=CC=CC=C1)=O (2-benzyl-3-methylsulphonyl-propionic acid ethyl ester). As a reaction SMILES: C([O:3][C:4](=[O:18])[CH:5]([CH2:11][C:12]1[CH:17]=[CH:16][CH:15]=[CH:14][CH:13]=1)[CH2:6][S:7]([CH3:10])(=[O:9])=[O:8])C>Cl>[CH2:11]([CH:5]([CH2:6][S:7]([CH3:10])(=[O:9])=[O:8])[C:4]([OH:18])=[O:3])[C:12]1[CH:13]=[CH:14][CH:15]=[CH:16][CH:17]=1. Procedure details: 1.74 g of 2-benzyl-3-methylsulphonyl-propionic acid ethyl ester in 35 ml of 4N hydrochloric acid are heated under reflux for 2 hours. The cooled solution is extracted with ethyl acetate, the extracts are dried and concentrated and the residue is purified by medium-pressure chromatography (1 Lobar® column size B, eluant A). 1H-NMR (DMSO-d6): 2.95 ppm(s, 3H); 2.8-3.8 (m, 5H); 7.2 (s, 5H). Yields the product COC=1C=CC2=C(CC(NCC2)=O)C1 (8-Methoxy-1,3,4,5-tetrahydro-2H-3-benzazepin-2-one). Reported procedure: Here, 8-methoxy-1,3-dihydro-2H-benzazepin-2-one (melting point: 190°-191° C.) (56.8 g, 0.3 mol), dissolved in glacial acetic acid (600 ml), is hydrogenated for 12 hours in the presence of 10% palladium/charcoal (5 g) at 80° C. and at 5 bar. The catalyst is removed by suction filtering and the acetic acid is distilled off in vacuo. The residue is mixed with water, neutralized with potassium carbonate, the precipitate obtained is suction filtered, washed with water and dried. Reagents/catalysts: [Pd] (palladium/charcoal). Reaction SMILES: CO[C:3]1[CH:14]=[CH:13][C:6]2[CH:7]=[CH:8][CH2:9][C:10](=[O:12])[NH:11][C:5]=2[CH:4]=1.[C:15](O)(=[O:17])C>[Pd]>[CH3:15][O:17][C:6]1[CH:13]=[CH:14][C:3]2[CH2:4][CH2:5][NH:11][C:10](=[O:12])[CH2:9][C:8]=2[CH:7]=1. Starting materials: COC1=CC2=C(C=CCC(N2)=O)C=C1 (8-methoxy-1,3-dihydro-2H-benzazepin-2-one), C(C)(=O)O (acetic acid). Reaction SMILES: FC(F)(F)C(O)=O.[C:8]([C:12]1[CH:61]=[CH:60][C:15]2[NH:16][C:17]([CH2:19][CH2:20][CH:21]3[CH2:24][CH:23]([N:25]([CH2:28][C@@H:29]4[C@H:33]5[O:34]C(C)(C)[O:36][C@H:32]5[C@H:31]([N:39]5[C:43]6[N:44]=[CH:45][N:46]=[C:47]([NH:48]CC7C=CC(OC)=CC=7OC)[C:42]=6[CH:41]=[CH:40]5)[CH2:30]4)[CH2:26][CH3:27])[CH2:22]3)=[N:18][C:14]=2[CH:13]=1)([CH3:11])([CH3:10])[CH3:9].C([SiH](CC)CC)C.C([O-])([O-])=O.[K+].[K+]>CO.O>[NH2:48][C:47]1[C:42]2[CH:41]=[CH:40][N:39]([C@@H:31]3[CH2:30][C@H:29]([CH2:28][N:25]([CH:23]4[CH2:22][CH:21]([CH2:20][CH2:19][C:17]5[NH:16][C:15]6[CH:60]=[CH:61][C:12]([C:8]([CH3:10])([CH3:9])[CH3:11])=[CH:13][C:14]=6[N:18]=5)[CH2:24]4)[CH2:26][CH3:27])[C@@H:33]([OH:34])[C@H:32]3[OH:36])[C:43]=2[N:44]=[CH:45][N:46]=1 |f:3.4.5|. Procedure details: Trifluoroacetic Acid (20 mL) was added to a mixture of Water (2 mL) and 7-((3aS,4R,6R,6aR)-6-(((3-(2-(5-(tert-butyl)-1H-benzo[d]imidazol-2-yl)ethyl)cyclobutyl)(ethyl)amino)methyl)-2,2-dimethyltetrahydro-3aH-cyclopenta[d][1,3]dioxol-4-yl)-N-(2,4-dimethoxybenzyl)-7H-pyrrolo[2,3-d]pyrimidin-4-amine (0.85 g, 1.2 mmol) at RT. The reaction was allowed to proceed for one hour at which time Triethylsilane (0.37 mL, 2.3 mmol) was added. The volatiles were removed in vacuo and resulting residue was taken ... Solvent: CO (MeOH), O (Water). Starting materials: C(=O)([O-])[O-].[K+].[K+] (K2CO3), FC(C(=O)O)(F)F (Trifluoroacetic Acid), C(C)(C)(C)C1=CC2=C(NC(=N2)CCC2CC(C2)N(CC)C[C@H]2C[C@H]([C@H]3[C@@H]2OC(O3)(C)C)N3C=CC2=C3N=CN=C2NCC2=C(C=C(C=C2)OC)OC)C=C1 (7-((3aS,4R,6R,6aR)-6-(((3-(2-(5-(tert-butyl)-1H-benzo[d]imidazol-2-yl)ethyl)cyclobutyl)(ethyl)amino)methyl)-2,2-dimethyltetrahydro-3aH-cyclopenta[d][1,3]dioxol-4-yl)-N-(2,4-dimethoxybenzyl)-7H-pyrrolo[2,3-d]pyrimidin-4-amine), C(C)[SiH](CC)CC (Triethylsilane). Yields the product NC=1C2=C(N=CN1)N(C=C2)[C@H]2[C@@H]([C@@H]([C@H](C2)CN(CC)C2CC(C2)CCC2=NC1=C(N2)C=CC(=C1)C(C)(C)C)O)O ((1R,2S,3R,5R)-3-(4-amino-7H-pyrrolo[2,3-d]pyrimidin-7-yl)-5-(((3-(2-(5-(tert-butyl)-1H-benzo[d]imidazol-2-yl)ethyl)cyclobutyl)(ethyl)amino)methyl)cyclopentane-1,2-diol). Reaction conditions: time 1 hour. Isolated yield 22.9%.